This data is from the Open Reaction Database (ORD), a public repository of structured organic reaction records. The task is: describe an organic reaction: reactants, conditions, products, and yield The reactants are CC1=CC=C(C=C1)S(=O)(=O)OC[C@H]1N(CCC1)C(=O)OC(C)(C)C ((S)-2-[[[(4-Methylphenyl)sulfonyl]oxy]methyl]-1-pyrrolidinecarboxylic acid, 1,1-dimethylethyl ester), [N-]=[N+]=[N-].[Na+] (sodium azide). Solvent: CS(=O)C (dimethyl sulfoxide), CCOCC (ether). Reaction conditions: temperature 70 celsius. The product is N(=[N+]=[N-])C[C@H]1N(CCC1)C(=O)OC(C)(C)C ((S)-2-(Azidomethyl)-1-pyrrolidinecarboxylic acid, 1,1-dimethylethyl ester). Yield: 90.6%. As a reaction SMILES: CC1C=CC(S(O[CH2:12][C@@H:13]2[CH2:17][CH2:16][CH2:15][N:14]2[C:18]([O:20][C:21]([CH3:24])([CH3:23])[CH3:22])=[O:19])(=O)=O)=CC=1.[N-:25]=[N+:26]=[N-:27].[Na+]>CS(C)=O.CCOCC>[N:25]([CH2:12][C@@H:13]1[CH2:17][CH2:16][CH2:15][N:14]1[C:18]([O:20][C:21]([CH3:24])([CH3:23])[CH3:22])=[O:19])=[N+:26]=[N-:27] |f:1.2|. Procedure details: (S)-2-[[[(4-Methylphenyl)sulfonyl]oxy]methyl]-1-pyrrolidinecarboxylic acid, 1,1-dimethylethyl ester (3.55 g, 10 mmol, see J. Das et al, J. Med Chem, 1992, Vol.35,2610 for preparation) was dissolved in dimethyl sulfoxide (DMSO) (40 mL) and treated with sodium azide (980 mg, 15 mmol). The mixture was heated at 70° C. for 5 hours, then cooled and diluted with ether. After washing with water (3×50 mL), the ether layer was dried (MgSO4) and freed of solvent in vacuo to give title compound as a colorl... Starting materials: [OH-].[Na+] (sodium hydroxide), O1CCOCC1 (dioxane), C1(CC1)N1C=C(C(C2=CC(=C(C(=C12)OC)C=1C=C2CN(C3(CC3)C2=CC1)C(C(F)(F)F)=O)F)=O)C(=O)OCC (ethyl 1-cyclopropyl-6-fluoro-8-methoxy-7-[2-trifluoroacetyl-spiro[isoindolin-1,1'-cyclopropan]-5-yl]-1,4-dihydro-4-oxoquinoline-3-carboxylate). Solvent: C(C)O (ethanol). Conditions: temperature 40 celsius, time 3 hour. Yields the product C1(CC1)N1C=C(C(C2=CC(=C(C(=C12)OC)C=1C=C2CNC3(CC3)C2=CC1)F)=O)C(=O)O (1-cyclopropyl-6-fluoro-8-methoxy-7-[spiro[isoindolin-1,1'-cyclopropan]-5-yl]-1,4-dihydro-4-oxoquinoline-3-carboxylic acid). RXN SMILES: [CH:1]1([N:4]2[C:13]3[C:8](=[CH:9][C:10]([F:33])=[C:11]([C:16]4[CH:17]=[C:18]5[C:24](=[CH:25][CH:26]=4)[C:21]4([CH2:23][CH2:22]4)[N:20](C(=O)C(F)(F)F)[CH2:19]5)[C:12]=3[O:14][CH3:15])[C:7](=[O:34])[C:6]([C:35]([O:37]CC)=[O:36])=[CH:5]2)[CH2:3][CH2:2]1.[OH-].[Na+].O1CCOCC1>C(O)C>[CH:1]1([N:4]2[C:13]3[C:8](=[CH:9][C:10]([F:33])=[C:11]([C:16]4[CH:17]=[C:18]5[C:24](=[CH:25][CH:26]=4)[C:21]4([CH2:22][CH2:23]4)[NH:20][CH2:19]5)[C:12]=3[O:14][CH3:15])[C:7](=[O:34])[C:6]([C:35]([OH:37])=[O:36])=[CH:5]2)[CH2:2][CH2:3]1 |f:1.2|. Reported procedure: To a suspension of 210 mg of ethyl 1-cyclopropyl-6-fluoro-8-methoxy-7-[2-trifluoroacetyl-spiro[isoindolin-1,1'-cyclopropan]-5-yl]-1,4-dihydro-4-oxoquinoline-3-carboxylate in 4.2 ml of ethanol were added 2.1 ml of 1N aqueous sodium hydroxide solution and 4.2 ml of dioxane, after which the resulting mixture was heated with stirring at 40° C. for three hours. The reaction mixture was cooled to room temperature, and thereafter, insolubles were removed by filtration, after which a carbon dioxide gas ... Reactants: BrC(C(=O)OCC)(F)F (ethyl bromodifluoroacetate), BrC=1C=C2C(C3(CC3)COC2=CC1)=NS(=O)C(C)(C)C (N-(6-bromo-4H-spiro[chromene-3,1′-cyclopropan]-4-ylidene)-2-methylpropane-2-sulfinamide). The reagents and catalysts are [Zn] (zinc). Solvent: CCOCC.C1CCOC1 (Et2O THF), CCOCC.C1CCOC1 (Et2O THF). Conditions: time 4 hour. The product is BrC=1C=C2C(C3(CC3)COC2=CC1)(NS(=O)C(C)(C)C)C(C(=O)OCC)(F)F (ethyl {6-bromo-4-[(tert-butylsulfinyl)amino]-4H-spiro[chromene-3,1′-cyclopropan]-4-yl}(difluoro)acetate). Isolated yield 96.6%. As a reaction SMILES: Br[C:2]([F:9])([F:8])[C:3]([O:5][CH2:6][CH3:7])=[O:4].[Br:10][C:11]1[CH:12]=[C:13]2[C:20](=[CH:21][CH:22]=1)[O:19][CH2:18][C:15]1([CH2:17][CH2:16]1)[C:14]2=[N:23][S:24]([C:26]([CH3:29])([CH3:28])[CH3:27])=[O:25]>CCOCC.C1COCC1.[Zn]>[Br:10][C:11]1[CH:12]=[C:13]2[C:20](=[CH:21][CH:22]=1)[O:19][CH2:18][C:15]1([CH2:17][CH2:16]1)[C:14]2([C:2]([F:9])([F:8])[C:3]([O:5][CH2:6][CH3:7])=[O:4])[NH:23][S:24]([C:26]([CH3:29])([CH3:28])[CH3:27])=[O:25] |f:2.3|. Reported procedure: To a suspension of activated zinc (3.44 g, 52.5 mmol) in Et2O-THF (50% v/v, 80 ml) under reflux was slowly added a solution of ethyl bromodifluoroacetate (8.00 g, 39.4 mmol) and N-(6-bromo-4H-spiro[chromene-3,1′-cyclopropan]-4-ylidene)-2-methylpropane-2-sulfinamide (4.68 g, 13.1 mmol) in Et2O-THF (50% v/v, 80 ml) over 40 minutes, and the mixture was stirred for 4 hours at the same temperature. After cooling, the mixture was filtrated through celite pad and washed with EtOAc. To the filtrate were... Starting materials: C(CCC)(=O)Cl (Butyryl chloride), Br.C(C1=CC=CC=C1)N(CCNC(CC1=CC=CC=C1)=O)CC(=O)C1=CC(=C(C=C1)O)O (2-{N-benzyl-N-[2-(2-phenylacetamido)ethyl]amino}-3',4'-dihydroxyacetophenone hydrobromide), C(CCC)(=O)O (butyric acid), Cl (hydrogen chloride). Reaction conditions: time 1.5 hour. Product: Cl.C(C1=CC=CC=C1)N(CCNC(CC1=CC=CC=C1)=O)CC(=O)C1=CC(=C(C=C1)OC(CCC)=O)OC(CCC)=O (2-{N-benzyl-N-[2-(2-phenylacetamido)ethyl]amino}-3',4'-bis(butyryloxy)acetophenone hydrochloride). Reaction SMILES: Br.[CH2:2]([N:9]([CH2:22][C:23]([C:25]1[CH:30]=[CH:29][C:28]([OH:31])=[C:27]([OH:32])[CH:26]=1)=[O:24])[CH2:10][CH2:11][NH:12][C:13](=[O:21])[CH2:14][C:15]1[CH:20]=[CH:19][CH:18]=[CH:17][CH:16]=1)[C:3]1[CH:8]=[CH:7][CH:6]=[CH:5][CH:4]=1.[C:33]([OH:38])(=O)[CH2:34][CH2:35][CH3:36].Cl.[C:40]([Cl:45])(=[O:44])[CH2:41][CH2:42][CH3:43]>>[ClH:45].[CH2:2]([N:9]([CH2:22][C:23]([C:25]1[CH:30]=[CH:29][C:28]([O:31][C:40](=[O:44])[CH2:41][CH2:42][CH3:43])=[C:27]([O:32][C:33](=[O:38])[CH2:34][CH2:35][CH3:36])[CH:26]=1)=[O:24])[CH2:10][CH2:11][NH:12][C:13](=[O:21])[CH2:14][C:15]1[CH:20]=[CH:19][CH:18]=[CH:17][CH:16]=1)[C:3]1[CH:8]=[CH:7][CH:6]=[CH:5][CH:4]=1 |f:0.1,5.6|. Procedure details: A mixture of 2-{N-benzyl-N-[2-(2-phenylacetamido)ethyl]amino}-3',4'-dihydroxyacetophenone hydrobromide (1.0 g.) and butyric acid (6 ml.) was saturated at room temperature with gaseous hydrogen chloride during 3 minutes. Butyryl chloride (6 ml.) was then added and the mixture was stirred at 90°-95° C. for 1.5 hours, giving a clear solution after about 5 minutes. The solution was then concentrated to half volume by evaporation under reduced pressure and the residue was diluted with ether (25 ml.) ... The reactants are C(C)(=O)O.N1CCC(CC1)OCC(=O)OCC (ethyl piperidin-4-yloxyacetate, acetate salt), C(#N)C1=CC=C(C(=O)N=C=O)C=C1 (4-cyanobenzoyl isocyanate), C(C)#N (acetonitrile). Solvent: C(C)N(CC)CC (triethylamine). Yields the product C(#N)C1=CC=C(C(=O)NC(=O)N2CCC(CC2)OCC(=O)OCC)C=C1 (ethyl N-[N-(4-cyanobenzoyl)carbamoyl]piperidin-4-yloxyacetate). The yield is 54.0%. RXN SMILES: C(O)(=O)C.[NH:5]1[CH2:10][CH2:9][CH:8]([O:11][CH2:12][C:13]([O:15][CH2:16][CH3:17])=[O:14])[CH2:7][CH2:6]1.[C:18]([C:20]1[CH:30]=[CH:29][C:23]([C:24]([N:26]=[C:27]=[O:28])=[O:25])=[CH:22][CH:21]=1)#[N:19].C(#N)C>C(N(CC)CC)C>[C:18]([C:20]1[CH:21]=[CH:22][C:23]([C:24]([NH:26][C:27]([N:5]2[CH2:6][CH2:7][CH:8]([O:11][CH2:12][C:13]([O:15][CH2:16][CH3:17])=[O:14])[CH2:9][CH2:10]2)=[O:28])=[O:25])=[CH:29][CH:30]=1)#[N:19] |f:0.1|. Reported procedure: In a similar manner to Example 1, starting material step (a), the product from step (b) (1.7 g), 4-cyanobenzoyl isocyanate (1.1 g), acetonitrile (100 ml total) and triethylamine (2.1 ml) were stirred at ambient temperature overnight. The mixture was evaporated and the residue was purified by column chromatography on silica eluting with 5% ethanol/dichloromethane to give ethyl N-[N-(4-cyanobenzoyl)carbamoyl]piperidin-4-yloxyacetate (1.24 g) as a pale yellow oil: NMR Spectrum (DMSO-d6) 1.21 (3H, t... The reactants are NC=1C=CC=C2C=CC(=CC12)O (8-amino-2-naphthol), C(=O)(O)[O-].[Na+] (NaHCO3), ClCC(=O)Cl (chloroacetyl chloride). The solvent is 1. Conditions: time 1 hour. The product is ClCC(=O)NC1=CC=CC2=CC=C(C=C12)O (1-(Chloroacetamido)-7-hydroxynaphthalene). As a reaction SMILES: [NH2:1][C:2]1[CH:3]=[CH:4][CH:5]=[C:6]2[C:11]=1[CH:10]=[C:9]([OH:12])[CH:8]=[CH:7]2.C([O-])(O)=O.[Na+].[Cl:18][CH2:19][C:20](Cl)=[O:21]>>[Cl:18][CH2:19][C:20]([NH:1][C:2]1[C:11]2[C:6](=[CH:7][CH:8]=[C:9]([OH:12])[CH:10]=2)[CH:5]=[CH:4][CH:3]=1)=[O:21] |f:1.2|. Procedure: To a solution of 8-amino-2-naphthol (10.0 g, 62.8 mmol) in 240 mL of 1:1EtOAc/saturated NaHCO3 solution was added chloroacetyl chloride dropwise (5.5 mL, 69.1 mmol). After one hour, the solution was filtered, the layers were separated, and the aqueous layer was extracted with EtOAc. The combined organic layers were washed with brine, dried (Na2SO4), filtered, and concentrated in vacuo to provide the titled product. Reactants: C(C)(=O)N1CC(C1)C1=C(N=C2N1C1CC(C3=C2C=C(C=C3)Br)C1)C(=O)N (3-(1-acetylazetidin-3-yl)-10-bromo-6,7-dihydro-5H-5,7-methanobenzo[c]imidazo[1,2-a]azepine-2-carboxamide), C(#C)C1(CCCC1)O (1-ethynylcyclopentanol). Product: C(C)(=O)N1CC(C1)C1=C(N=C2N1C1CC(C3=C2C=C(C=C3)C#CC3(CCCC3)O)C1)C(=O)N (3-(1-acetylazetidin-3-yl)-10-((1-hydroxycyclopentyl)ethynyl)-6,7-dihydro-5H-5,7-methanobenzo[c]imidazo[1,2-a]azepine-2-carboxamide). As a reaction SMILES: [C:1]([N:4]1[CH2:7][CH:6]([C:8]2[N:12]3[CH:13]4[CH2:23][CH:15]([C:16]5[CH:21]=[CH:20][C:19](Br)=[CH:18][C:17]=5[C:11]3=[N:10][C:9]=2[C:24]([NH2:26])=[O:25])[CH2:14]4)[CH2:5]1)(=[O:3])[CH3:2].[C:27]([C:29]1([OH:34])[CH2:33][CH2:32][CH2:31][CH2:30]1)#[CH:28]>>[C:1]([N:4]1[CH2:7][CH:6]([C:8]2[N:12]3[CH:13]4[CH2:23][CH:15]([C:16]5[CH:21]=[CH:20][C:19]([C:28]#[C:27][C:29]6([OH:34])[CH2:33][CH2:32][CH2:31][CH2:30]6)=[CH:18][C:17]=5[C:11]3=[N:10][C:9]=2[C:24]([NH2:26])=[O:25])[CH2:14]4)[CH2:5]1)(=[O:3])[CH3:2]. Procedure details: Similar to as described in General Procedure E, 3-(1-acetylazetidin-3-yl)-10-bromo-6,7-dihydro-5H-5,7-methanobenzo[c]imidazo[1,2-a]azepine-2-carboxamide was reacted with 1-ethynylcyclopentanol to give the titled compound.